This data is from the Open Reaction Database (ORD), a public repository of structured organic reaction records. The task is: describe an organic reaction: reactants, conditions, products, and yield Reactants: O1CCOC2=C1C=CC(=C2)CC=O ((2,3-dihydro-benzo[1,4]dioxin-6-yl)-acetaldehyde), N1(C=NC=C1)C1=NC(=CC(=N1)C1N(CCC1)CCN)C (2-[2-(2-imidazol-1-yl-6-methyl-pyrimidin-4-yl)-pyrrolidin-1-yl]-ethylamine). Yields the product O1CCOC2=C1C=CC(=C2)CCNCCN2C(CCC2)C2=NC(=NC(=C2)C)N2C=NC=C2 ([2-(2,3-Dihydro-benzo[1,4]dioxin-6-yl)-ethyl]-{2-[2-(2-imidazol-1-yl-6-methyl-pyrimidin-4-yl)-pyrrolidin-1-yl]-ethyl}-amine). As a reaction SMILES: [O:1]1[C:6]2[CH:7]=[CH:8][C:9]([CH2:11][CH:12]=O)=[CH:10][C:5]=2[O:4][CH2:3][CH2:2]1.[N:14]1([C:19]2[N:24]=[C:23]([CH:25]3[CH2:29][CH2:28][CH2:27][N:26]3[CH2:30][CH2:31][NH2:32])[CH:22]=[C:21]([CH3:33])[N:20]=2)[CH:18]=[CH:17][N:16]=[CH:15]1>>[O:1]1[C:6]2[CH:7]=[CH:8][C:9]([CH2:11][CH2:12][NH:32][CH2:31][CH2:30][N:26]3[CH2:27][CH2:28][CH2:29][CH:25]3[C:23]3[CH:22]=[C:21]([CH3:33])[N:20]=[C:19]([N:14]4[CH:18]=[CH:17][N:16]=[CH:15]4)[N:24]=3)=[CH:10][C:5]=2[O:4][CH2:3][CH2:2]1. Reported procedure: [2-(2,3-Dihydro-benzo[1,4]dioxin-6-yl)-ethyl]-{2-[2-(2-imidazol-1-yl-6-methyl-pyrimidin-4-yl)-pyrrolidin-1-yl]-ethyl}-amine was prepared following the procedures described in the preparation of Example 127 using (2,3-dihydro-benzo[1,4]dioxin-6-yl)-acetaldehyde and 2-[2-(2-imidazol-1-yl-6-methyl-pyrimidin-4-yl)-pyrrolidin-1-yl]-ethylamine. [M+H]+ 435.54; 1H NMR (400 MHz, CDCl3) δ 8.59 (s, 1H), 7.85 (s, 1H), 7.15 (s, 1H), 7.10 (s, 1H), 6.75 (d, 1H), 6.70-6.60 (m, 2H), 4.18 (s, 4H), 3.54 (t, 1H), 3... The reactants are COC(Cl)Cl (α,α-dichloromethyl methyl ether), IC1=CC=C(C=C1)OC (4-iodoanisole), ClCl (Cl2), C([O-])(O)=O.[Na+] (sodium bicarbonate). The reagents and catalysts are [Ti](Cl)(Cl)(Cl)Cl (titanium tetrachloride). Solvent: C(Cl)Cl (CH2Cl2). Run at temperature 0 celsius, time 30 minute. Yields the product IC=1C=CC(=C(C=O)C1)OC (5-iodo-2-methoxybenzaldehyde). Reaction SMILES: [I:1][C:2]1[CH:7]=[CH:6][C:5]([O:8][CH3:9])=[CH:4][CH:3]=1.[CH3:10][O:11]C(Cl)Cl.ClCl.C(=O)(O)[O-].[Na+]>C(Cl)Cl.[Ti](Cl)(Cl)(Cl)Cl>[I:1][C:2]1[CH:7]=[CH:6][C:5]([O:8][CH3:9])=[C:4]([CH:3]=1)[CH:10]=[O:11] |f:3.4|. Procedure details: To a solution of 2.04 grams (8.72 mmol) of 4-iodoanisole in 36 mL of CH2Cl2, cooled to 0° C., was added dropwise 2.0 mL (18.7 mmol) of titanium tetrachloride. After stirring for 30 min., 0.93 mL (10.3 mmol) of α,α-dichloromethyl methyl ether was added and the reaction maintained at 0° C. for another 2 hours. The reaction mixture was then poured with stirring into a mixture of 50 mL of CH2 Cl2 and 50 mL of saturated aqueous sodium bicarbonate (NaHCO3). After 30 min., this was filtered through dia... The reactants are COC1=CC=C(C(=O)O)C=C1 (4-methoxybenzoic acid), C(=O)(N1C=NC=C1)N1C=NC=C1 (1,1′-carbonylbis-1H-imidazole), Cl (hydrochloric acid), [Mg+].C(C)OC(CC(=O)[O-])=O (monoethyl-malonate magnesium salt). The solvent is O1CCCC1 (tetrahydrofuran), O (water), C(C)(=O)OCC (Ethyl acetate). Run at time 5 hour. Product: COC1=CC=C(C=C1)C(CC(=O)OCC)=O (ethyl 3-(4-methoxyphenyl)-3-oxopropionate). Isolated yield 178.7%. RXN SMILES: [CH3:1][O:2][C:3]1[CH:11]=[CH:10][C:6]([C:7]([OH:9])=O)=[CH:5][CH:4]=1.C(N1C=CN=C1)(N1C=CN=C1)=O.[Mg+].[CH2:25]([O:27][C:28](=[O:33])[CH2:29]C([O-])=O)[CH3:26].Cl>O1CCCC1.O.C(OCC)(=O)C>[CH3:1][O:2][C:3]1[CH:4]=[CH:5][C:6]([C:7](=[O:9])[CH2:29][C:28]([O:27][CH2:25][CH3:26])=[O:33])=[CH:10][CH:11]=1 |f:2.3|. Procedure details: To a solution of 4-methoxybenzoic acid (26.2 g, 172 mmol) in tetrahydrofuran (150 ml) was added 1,1′-carbonylbis-1H-imidazole (30.7 g, 189 mmol) and the mixture was stirred at room temperature for 5 hrs. To the reaction solution was added monoethyl-malonate magnesium salt (27.1 g, 94.7 mmol) was added and the mixture was stirred at 60° C. for 2 hrs. Ethyl acetate (50 ml) and water (50 ml) were added to the reaction solution, and conc. hydrochloric acid was added until the aqueous layer showed ac...